This data is from the Open Reaction Database (ORD), a public repository of structured organic reaction records. The task is: describe an organic reaction: reactants, conditions, products, and yield Reactants: C1(=CC=CC=C1)C1(CCC(C2CN(CC12)C(=O)OC=C)=O)C1=CC=CC=C1 ((3aRS,7aRS)-7,7-diphenyl-2-vinyloxycarbonyl-4-perhydroisoindolone), solution, Cl (hydrochloric acid). The solvent is O1CCOCC1 (dioxane). Reaction conditions: temperature 60 celsius, time 30 minute. The product is Cl.C1(=CC=CC=C1)C1(CCC(C2CNCC12)=O)C1=CC=CC=C1 ((3aRS,7aRS)-7,7-diphenyl-4-perhydroisoindolone hydrochloride). RXN SMILES: [C:1]1([C:7]2([C:22]3[CH:27]=[CH:26][CH:25]=[CH:24][CH:23]=3)[CH:15]3[CH:11]([CH2:12][N:13](C(OC=C)=O)[CH2:14]3)[C:10](=[O:21])[CH2:9][CH2:8]2)[CH:6]=[CH:5][CH:4]=[CH:3][CH:2]=1.[ClH:28]>O1CCOCC1>[ClH:28].[C:22]1([C:7]2([C:1]3[CH:6]=[CH:5][CH:4]=[CH:3][CH:2]=3)[CH:15]3[CH:11]([CH2:12][NH:13][CH2:14]3)[C:10](=[O:21])[CH2:9][CH2:8]2)[CH:23]=[CH:24][CH:25]=[CH:26][CH:27]=1 |f:3.4|. Reported procedure: (3aRS,7aRS)-7,7-diphenyl-2-vinyloxycarbonyl-4-perhydroisoindolone (177 g) is treated with a 5.7N solution (1,000 cc) of hydrochloric acid in dry dioxane for 30 minutes at 20° C. The solution is concentrated to dryness under reduced pressure (2.7 kPa) and the residue is taken up in ethanol (500 cc) and the reaction mixture is stirred at 60° C. for 30 minutes and then cooled to +5° C. The crystals obtained are drained, washed with ethanol (50 cc) and dried. (3aRS,7aRS)-7,7-diphenyl-4-perhydroisoin... The reactants are CC(=O)Nc1nc(CS(=O)(=O)c2ccc(N)cc2)cs1, O=C([O-])O, CC(=O)O, Cl, [Na+]. Product: Nc1ccc(S(=O)(=O)Cc2csc(N)n2)cc1. RXN SMILES: [C:1](=[O:2])([CH3:3])[NH:4][c:5]1[s:6][cH:7][c:8]([CH2:10][S:11](=[O:12])(=[O:13])[c:14]2[cH:15][cH:16][c:17]([NH2:20])[cH:18][cH:19]2)[n:9]1.[C:22](=[O:23])([OH:24])[O-:25].[CH3:27][C:28](=[O:29])[OH:30].[ClH:21].[Na+:26]>>[NH2:4][c:5]1[s:6][cH:7][c:8]([CH2:10][S:11](=[O:12])(=[O:13])[c:14]2[cH:15][cH:16][c:17]([NH2:20])[cH:18][cH:19]2)[n:9]1. Starting materials: C(C1=CC=CC=C1)OC1=C(C=C(C(=O)O)C=C1OC)F (4-benzyloxy-3-fluoro-5-methoxybenzoic acid), CO (methanol). The reagents and catalysts are [C].[Pd] (palladium-carbon). Run in C(C)(=O)OCC (ethyl acetate). Run at time 4 hour. Product: FC=1C=C(C(=O)O)C=C(C1O)OC (3-fluoro-4-hydroxy-5-methoxybenzoic acid). RXN SMILES: C([O:8][C:9]1[C:17]([O:18][CH3:19])=[CH:16][C:12]([C:13]([OH:15])=[O:14])=[CH:11][C:10]=1[F:20])C1C=CC=CC=1.CO>[C].[Pd].C(OCC)(=O)C>[F:20][C:10]1[CH:11]=[C:12]([CH:16]=[C:17]([O:18][CH3:19])[C:9]=1[OH:8])[C:13]([OH:15])=[O:14] |f:2.3|. Reported procedure: To 4-benzyloxy-3-fluoro-5-methoxybenzoic acid were added 20 ml of methanol, 20 ml of ethyl acetate and 50 mg of 10% palladium-carbon and the mixture was stirred at room temperature for 4 hours under hydrogen atmosphere. Then, the reaction mixture was filtered through Celite. The filtrate was concentrated under reduced pressure to obtain 4.5 g of 3-fluoro-4-hydroxy-5-methoxybenzoic acid represented by the formula: Starting materials: C(C1=CC=CC=C1)OC1=C(C(=O)NC2=C(C(=O)OC(C)(C)C)C=CC(=C2)C2=C(C=CC=C2)OC)C=C(C=C1)C1=CC=NC=C1 (tert-butyl 2-(2-(benzyloxy)-5-(pyridin-4-yl)benzamido)-4-(2-methoxyphenyl)benzoate). The reagents and catalysts are [C].[Pd] (palladium-carbon), [C].[Pd] (palladium-carbon). The solvent is C(C)(=O)OCC (ethyl acetate), CO (methanol). Conditions: time 3 hour. Yields the product OC1=C(C(=O)NC2=C(C(=O)OC(C)(C)C)C=CC(=C2)C2=C(C=CC=C2)OC)C=C(C=C1)C1=CC=NC=C1 (tert-butyl 2-(2-hydroxy-5-(pyridin-4-yl)benzamido)-4-(2-methoxyphenyl)benzoate). Reaction SMILES: C([O:8][C:9]1[CH:38]=[CH:37][C:36]([C:39]2[CH:44]=[CH:43][N:42]=[CH:41][CH:40]=2)=[CH:35][C:10]=1[C:11]([NH:13][C:14]1[CH:26]=[C:25]([C:27]2[CH:32]=[CH:31][CH:30]=[CH:29][C:28]=2[O:33][CH3:34])[CH:24]=[CH:23][C:15]=1[C:16]([O:18][C:19]([CH3:22])([CH3:21])[CH3:20])=[O:17])=[O:12])C1C=CC=CC=1>C(OCC)(=O)C.CO.[C].[Pd]>[OH:8][C:9]1[CH:38]=[CH:37][C:36]([C:39]2[CH:40]=[CH:41][N:42]=[CH:43][CH:44]=2)=[CH:35][C:10]=1[C:11]([NH:13][C:14]1[CH:26]=[C:25]([C:27]2[CH:32]=[CH:31][CH:30]=[CH:29][C:28]=2[O:33][CH3:34])[CH:24]=[CH:23][C:15]=1[C:16]([O:18][C:19]([CH3:21])([CH3:20])[CH3:22])=[O:17])=[O:12] |f:3.4|. Procedure details: To a solution mixture of the obtained tert-butyl 2-(2-(benzyloxy)-5-(pyridin-4-yl)benzamido)-4-(2-methoxyphenyl)benzoate (0.094 g) in ethyl acetate (2.5 mL) and methanol (3.5 mL), 10% palladium-carbon (19 mg) was added, followed by stirring under a hydrogen atmosphere at room temperature for 3 hours. To the reaction mixture, 10% palladium-carbon (19 mg) was added, followed by stirring under a hydrogen atmosphere at room temperature for 3 hours. The insoluble substance was removed by filtration, ...